describe an organic reaction: reactants, conditions, products, and yield From a dataset of the Open Reaction Database (ORD), a public repository of structured organic reaction records. Starting materials: CC1(C)OCc2cc(C3CN(CCc4ccc(OCCOCc5cccc([N+](=O)[O-])c5)cc4)C(=O)O3)ccc2O1, CCOC(C)=O, CCO. The product is CC1(C)OCc2cc(C3CN(CCc4ccc(OCCOCc5cccc(N)c5)cc4)C(=O)O3)ccc2O1. As a reaction SMILES: [CH3:1][C:2]1([CH3:40])[O:3][CH2:4][c:5]2[c:6]([cH:8][cH:9][c:10]([CH:12]3[CH2:13][N:14]([CH2:18][CH2:19][c:20]4[cH:21][cH:22][c:23]([O:26][CH2:27][CH2:28][O:29][CH2:30][c:31]5[cH:32][c:33]([N+:37]([O-:38])=[O:39])[cH:34][cH:35][cH:36]5)[cH:24][cH:25]4)[C:15](=[O:17])[O:16]3)[cH:11]2)[O:7]1.[CH3:41][CH2:42][O:43][C:44]([CH3:45])=[O:46].[CH3:47][CH2:48][OH:49]>>[CH3:1][C:2]1([CH3:40])[O:3][CH2:4][c:5]2[c:6]([cH:8][cH:9][c:10]([CH:12]3[CH2:13][N:14]([CH2:18][CH2:19][c:20]4[cH:21][cH:22][c:23]([O:26][CH2:27][CH2:28][O:29][CH2:30][c:31]5[cH:32][c:33]([NH2:37])[cH:34][cH:35][cH:36]5)[cH:24][cH:25]4)[C:15](=[O:17])[O:16]3)[cH:11]2)[O:7]1. Reactants: NC=1C(=NC(=NC1)I)/C=C/C(=O)OCC ((E)-ethyl 3-(5-amino-2-iodopyrimidin-4-yl)acrylate), Br.C(C)(=O)O (hydrogen bromide acetic acid). Run at time 1.5 hour. Yields the product BrC=1N=CC2=C(N1)C=CC(=N2)O (2-Bromopyrido[3,2-d]pyrimidin-6-ol). Reaction SMILES: [NH2:1][C:2]1[C:3](/[CH:9]=[CH:10]/[C:11]([O:13]CC)=O)=[N:4][C:5](I)=[N:6][CH:7]=1.[BrH:16].C(O)(=O)C>>[Br:16][C:5]1[N:6]=[CH:7][C:2]2[N:1]=[C:11]([OH:13])[CH:10]=[CH:9][C:3]=2[N:4]=1 |f:1.2|. Reported procedure: A 3-necked roundbottom flask, was charged with (E)-ethyl 3-(5-amino-2-iodopyrimidin-4-yl)acrylate (120 g, 388 mmol) followed by hydrogen bromide/acetic acid (1500 ml). The resulting solution was allowed to react, with stirring, for 1.5 hours while the temperature was maintained at 40˜50° C. Upon completion, the mixture was concentrated under reduced pressure. The resulting residue was dissolved in 500 ml of methanol and the pH was adjusted to 7 by the addition of sodium bicarbonate. The resultin... Starting materials: Br.S1CCCNC2=C1C=CC=C2 (3,4-dihydro-2H-1,5-benzothiazepine hydrobromide), [Li]CCCC (nBuLi), CI (Methyl iodide), Li amide. Solvent: C1CCOC1 (THF). Run at time 1 hour. Product: CN1CCCSC2=C1C=CC=C2 (3,4-dihydro-5-methyl-2H-1,5-benzothiazepine). Reaction SMILES: Br.[S:2]1[C:8]2[CH:9]=[CH:10][CH:11]=[CH:12][C:7]=2[NH:6][CH2:5][CH2:4][CH2:3]1.[Li][CH2:14]CCC.CI>C1COCC1>[CH3:14][N:6]1[C:7]2[CH:12]=[CH:11][CH:10]=[CH:9][C:8]=2[S:2][CH2:3][CH2:4][CH2:5]1 |f:0.1|. Procedure details: 8.30 g of 3,4-dihydro-2H-1,5-benzothiazepine hydrobromide were placed in 150 ml of THF and deprotonized with 48 ml of 1.55M nBuLi (hexane) under an Argon atmosphere at -10° C. After 1/4 hour, 4.64 ml of Methyl iodide (MeI) were added dropwise to the yellow solution of the Li amide and the mixture was stirred for 1 hour. It was then poured on to ice, extracted with ether, washed with water, dried and evaporated. Column chromatography on silica gel (petroleum ether/ethyl acetate 96/4) yielded 5.70... Starting materials: N(C1=CC=CC=C1)C=1C(=CC2=CC=CC=C2C1)C(=O)O (3-anilino-2-naphthoic acid), P(=O)(Cl)(Cl)Cl (phosphorous oxychloride). Conditions: temperature 150 celsius, time 2 hour. The product is ClC=1C=2C=CC=CC2N=C2C=C3C(=CC12)C=CC=C3 (12-chlorobenz-[b]acridine). Isolated yield 93.8%. RXN SMILES: [NH:1]([C:8]1[C:9]([C:18](O)=O)=[CH:10][C:11]2[C:16]([CH:17]=1)=[CH:15][CH:14]=[CH:13][CH:12]=2)[C:2]1[CH:7]=[CH:6][CH:5]=[CH:4][CH:3]=1.P(Cl)(Cl)([Cl:23])=O>>[Cl:23][C:18]1[C:3]2[CH:4]=[CH:5][CH:6]=[CH:7][C:2]=2[N:1]=[C:8]2[C:9]=1[CH:10]=[C:11]1[CH:12]=[CH:13][CH:14]=[CH:15][C:16]1=[CH:17]2. Reported procedure: A mixture of 3-anilino-2-naphthoic acid (10.0 g, 37.98 mmol) and phosphorous oxychloride (35.4 ml, 379.8 mmol) was refluxed at 150° C. under nitrogen with stirring for 2 hours. The resulting purple mixture was cooled and evaporated under reduced pressure to dryness. The content was added with stirring to a mixture of chloroform/ice/conc. ammonium hydroxide (200 ml/200 g/200 ml). The chloroform layer was separated and dried over calcium chloride. Removal of the solvent under reduced pressure gave...